Dataset: the Open Reaction Database (ORD), a public repository of structured organic reaction records. Task: describe an organic reaction: reactants, conditions, products, and yield Starting materials: C(=C)(C)C1C(CCCC1)(O)C=CC (2-isopropenyl-1-propenylcyclohexan-1-ol), dichloro-bis-(benzonitrile) palladium(II), C(C)OCC (diethyl ether). Run in O1CCCC1 (tetrahydrofuran). Yields the product alcohol, CC1CC(CCCCC=C(C1)C)=O (3,5-dimethylcyclodec-5-en-1-one). As a reaction SMILES: [C:1]([CH:4]1[CH2:9][CH2:8][CH2:7][CH2:6][C:5]1([CH:11]=[CH:12][CH3:13])[OH:10])([CH3:3])=[CH2:2].C(OCC)C>O1CCCC1>[CH3:13][CH:12]1[CH2:3][C:1]([CH3:2])=[CH:4][CH2:9][CH2:8][CH2:7][CH2:6][C:5](=[O:10])[CH2:11]1. Procedure details: A mixture of 2-isopropenyl-1-propenylcyclohexan-1-ol (0.090 g; 5.10-4 mol) and dichloro-bis-(benzonitrile)-palladium(II) (0.008 g; 0.2.10-4 mol) in tetrahydrofuran (5cc) is kept at a temperature of the order of 20° C. under an inert atmosphere. After a reaction time of 6 hours, diethyl ether (75 cc) is added and the mixture is then washed with water (5×15 cc). After drying with magnesium sulphate, filtration and evaporation of the solvent under reduced pressure (20 mm Hg; 2.7 kPa), alcohol start... The reactants are CCOC(=O)C(F)(F)CN(Cc1ccccc1)Cc1ccccc1, CCO, O=C(O)C(F)(F)F. Yields the product CCOC(=O)C(F)(F)CN. Reaction SMILES: [CH2:1]([N:8]([CH2:2][c:3]1[cH:4][cH:5][cH:6][cH:7][cH:18]1)[CH2:9][C:10]([C:11](=[O:12])[O:13][CH2:14][CH3:15])([F:16])[F:17])[c:19]1[cH:20][cH:21][cH:22][cH:23][cH:24]1.[CH3:32][CH2:33][OH:34].[F:25][C:26]([F:27])([F:28])[C:29]([OH:30])=[O:31]>>[NH2:8][CH2:9][C:10]([C:11](=[O:12])[O:13][CH2:14][CH3:15])([F:16])[F:17].